From a dataset of the Open Reaction Database (ORD), a public repository of structured organic reaction records. describe an organic reaction: reactants, conditions, products, and yield Reactants: C(#C)[Si](C)(C)C (ethynyltrimethylsilane), C(C)(C)(C)C1=CC(=C(C=C1)Br)Br (4-tert-butyl-1,2-dibromobenzene), C(#C)[Si](C)(C)C (ethynyltrimethylsilane). Reagents/catalysts: [Cu](I)I (copper iodide), C=1C=CC(=CC1)[P](C=2C=CC=CC2)(C=3C=CC=CC3)[Pd]([P](C=4C=CC=CC4)(C=5C=CC=CC5)C=6C=CC=CC6)([P](C=7C=CC=CC7)(C=8C=CC=CC8)C=9C=CC=CC9)[P](C=1C=CC=CC1)(C=1C=CC=CC1)C=1C=CC=CC1 (tetrakis(triphenylphosphine)palladium). Run in C(C)N(CC)CC (triethylamine). Conditions: temperature 80 celsius, time 4 hour. Product: C(C)(C)(C)C1=CC(=C(C=C1)C#C[Si](C)(C)C)C#C[Si](C)(C)C ((4-tert-butyl-1,2-phenylene)bis(ethyne-2,1-diyl)bis(trimethylsilane)). As a reaction SMILES: [C:1]([C:5]1[CH:10]=[CH:9][C:8](Br)=[C:7](Br)[CH:6]=1)([CH3:4])([CH3:3])[CH3:2].[C:13]([Si:15]([CH3:18])([CH3:17])[CH3:16])#[CH:14]>[Cu](I)I.C1C=CC([P]([Pd]([P](C2C=CC=CC=2)(C2C=CC=CC=2)C2C=CC=CC=2)([P](C2C=CC=CC=2)(C2C=CC=CC=2)C2C=CC=CC=2)[P](C2C=CC=CC=2)(C2C=CC=CC=2)C2C=CC=CC=2)(C2C=CC=CC=2)C2C=CC=CC=2)=CC=1.C(N(CC)CC)C>[C:1]([C:5]1[CH:10]=[CH:9][C:8]([C:14]#[C:13][Si:15]([CH3:18])([CH3:17])[CH3:16])=[C:7]([C:14]#[C:13][Si:15]([CH3:18])([CH3:17])[CH3:16])[CH:6]=1)([CH3:4])([CH3:3])[CH3:2] |^1:25,27,46,65|. Reported procedure: 4-tert-butyl-1,2-dibromobenzene (5.0 g, 17 mmol), copper iodide (0.17 g, 0.9 mmol), tetrakis(triphenylphosphine)palladium (1.04 g, 0.9 mmol), ethynyltrimethylsilane (4.2 g, 43 mmol), and triethylamine (25 ml) were heated to 20° C. and stirred for 4 hours. The reaction mixture was then heated to 80° C. for 44 hours. Additional ethynyltrimethylsilane (2.5 g, 25 mmol) was added and the reaction mixture was stirred at 47° C. for 60 hours. Column chromatography (silica) was performed to remove metals...